The task is: describe an organic reaction: reactants, conditions, products, and yield. This data is from the Open Reaction Database (ORD), a public repository of structured organic reaction records. Starting materials: C(C)(C)(C)NC(=O)C1=CN(C=2C1=NC(=CN2)C2=NNC1=CC=C(C=C21)OC(F)F)C(C2=CC=CC=C2)(C2=CC=CC=C2)C2=CC=CC=C2 (N-tert-butyl-2-(5-(difluoromethoxy)-1H-indazol-3-yl)-5-trityl-5H-pyrrolo[3,2-b]pyrazine-7-carboxamide), ClCCC(C)=O (4-chlorobutan-2-one), O (water), C(=O)([O-])[O-].[K+].[K+] (K2CO3). The solvent is CN(C)C=O (DMF). Run at temperature 65 celsius. Product: C(C)(C)(C)NC(=O)C1=CN(C=2C1=NC(=CN2)C2=NN(C1=CC=C(C=C21)OC(F)F)CCC(C)=O)C(C2=CC=CC=C2)(C2=CC=CC=C2)C2=CC=CC=C2 (N-tert-butyl-2-(5-(difluoromethoxy)-1-(3-oxobutyl)-1H-indazol-3-yl)-5-trityl-5H-pyrrolo[3,2-b]pyrazine-7-carboxamide). RXN SMILES: [C:1]([NH:5][C:6]([C:8]1[C:12]2=[N:13][C:14]([C:17]3[C:25]4[C:20](=[CH:21][CH:22]=[C:23]([O:26][CH:27]([F:29])[F:28])[CH:24]=4)[NH:19][N:18]=3)=[CH:15][N:16]=[C:11]2[N:10]([C:30]([C:43]2[CH:48]=[CH:47][CH:46]=[CH:45][CH:44]=2)([C:37]2[CH:42]=[CH:41][CH:40]=[CH:39][CH:38]=2)[C:31]2[CH:36]=[CH:35][CH:34]=[CH:33][CH:32]=2)[CH:9]=1)=[O:7])([CH3:4])([CH3:3])[CH3:2].Cl[CH2:50][CH2:51][C:52](=[O:54])[CH3:53].C([O-])([O-])=O.[K+].[K+].O>CN(C=O)C>[C:1]([NH:5][C:6]([C:8]1[C:12]2=[N:13][C:14]([C:17]3[C:25]4[C:20](=[CH:21][CH:22]=[C:23]([O:26][CH:27]([F:29])[F:28])[CH:24]=4)[N:19]([CH2:50][CH2:51][C:52](=[O:54])[CH3:53])[N:18]=3)=[CH:15][N:16]=[C:11]2[N:10]([C:30]([C:37]2[CH:42]=[CH:41][CH:40]=[CH:39][CH:38]=2)([C:31]2[CH:32]=[CH:33][CH:34]=[CH:35][CH:36]=2)[C:43]2[CH:48]=[CH:47][CH:46]=[CH:45][CH:44]=2)[CH:9]=1)=[O:7])([CH3:4])([CH3:2])[CH3:3] |f:2.3.4|. Reported procedure: To a solution of N-tert-butyl-2-(5-(difluoromethoxy)-1H-indazol-3-yl)-5-trityl-5H-pyrrolo[3,2-b]pyrazine-7-carboxamide (100 mg, 0.156 mmol) in DMF (4 mL) was added 4-chlorobutan-2-one (20 mg, 0.187 mmol) followed by K2CO3 (65 mg, 0.468 mmol). The mixture was heated at 65° C. for 1.5 hours. After cooling to room temperature, the mixture was poured into water, filtered and dried to give N-tert-butyl-2-(5-(difluoromethoxy)-1-(3-oxobutyl)-1H-indazol-3-yl)-5-trityl-5H-pyrrolo[3,2-b]pyrazine-7-carboxa... The reactants are O=C([O-])[O-], FC(F)(F)c1cccc(-c2nc(CCl)no2)c1, [Cs+], [Cs+], CN(C)C=O, N#Cc1ccc2[nH]ccc2c1. Product: N#Cc1ccc2c(ccn2Cc2noc(-c3cccc(C(F)(F)F)c3)n2)c1. As a reaction SMILES: [C:12](=[O:13])([O-:14])[O-:15].[Cl:18][CH2:19][c:20]1[n:21][o:22][c:23](-[c:25]2[cH:26][c:27]([C:31]([F:32])([F:33])[F:34])[cH:28][cH:29][cH:30]2)[n:24]1.[Cs+:16].[Cs+:17].[O:35]=[CH:36][N:37]([CH3:38])[CH3:39].[nH:1]1[cH:2][cH:3][c:4]2[cH:5][c:6]([C:10]#[N:11])[cH:7][cH:8][c:9]12>>[n:1]1([CH2:19][c:20]2[n:21][o:22][c:23](-[c:25]3[cH:26][c:27]([C:31]([F:32])([F:33])[F:34])[cH:28][cH:29][cH:30]3)[n:24]2)[cH:2][cH:3][c:4]2[cH:5][c:6]([C:10]#[N:11])[cH:7][cH:8][c:9]12. Reactants: FC1=C(C=CC(=C1F)O)C1=NC=C(C=N1)C=1C=NC(=CC1)OCCCCCCCC (2-(2,3-difluoro-4-hydroxyphenyl)-5-(6-octyloxypyridin-3-yl)pyrimidine), BrCCCC (1-bromobutane). Product: C(CCC)OC1=C(C(=C(C=C1)C1=NC=C(C=N1)C=1C=NC(=CC1)OCCCCCCCC)F)F (2-(4-butoxy-2,3-difluorophenyl)-5-(6-octyloxypyridin-3-yl)pyrimidine). Isolated yield 69.0%. Reaction SMILES: [F:1][C:2]1[C:7]([F:8])=[C:6]([OH:9])[CH:5]=[CH:4][C:3]=1[C:10]1[N:15]=[CH:14][C:13]([C:16]2[CH:17]=[N:18][C:19]([O:22][CH2:23][CH2:24][CH2:25][CH2:26][CH2:27][CH2:28][CH2:29][CH3:30])=[CH:20][CH:21]=2)=[CH:12][N:11]=1.Br[CH2:32][CH2:33][CH2:34][CH3:35]>>[CH2:32]([O:9][C:6]1[CH:5]=[CH:4][C:3]([C:10]2[N:15]=[CH:14][C:13]([C:16]3[CH:17]=[N:18][C:19]([O:22][CH2:23][CH2:24][CH2:25][CH2:26][CH2:27][CH2:28][CH2:29][CH3:30])=[CH:20][CH:21]=3)=[CH:12][N:11]=2)=[C:2]([F:1])[C:7]=1[F:8])[CH2:33][CH2:34][CH3:35]. Procedure details: The etherification of 2.4 mmol of 2-(2,3-difluoro-4-hydroxyphenyl)-5-(6-octyloxypyridin-3-yl)pyrimidine using 2.7 mmol of 1-bromobutane is carried out analogously to the procedure indicated for Example 3. Corresponding purification gives 0.76 g (69%) of colorless crystals, X 85 SC 156 SA 180 I. Starting materials: OC1=CC(OC2=CC=C(C=C12)OC)=O (4-hydroxy-6-methoxycoumarin), O=P(Cl)(Cl)Cl (POCl3), C(CCC)N(CCCC)CCCC (tri-n-butylamine). Solvent: C1(=CC=CC=C1)C (toluene). Run at time 2 hour. The product is ClC1=CC(OC2=CC=C(C=C12)OC)=O (4-chloro-6-methoxycoumarin). The yield is 64.0%. Reaction SMILES: O[C:2]1[C:11]2[C:6](=[CH:7][CH:8]=[C:9]([O:12][CH3:13])[CH:10]=2)[O:5][C:4](=[O:14])[CH:3]=1.O=P(Cl)(Cl)[Cl:17].C(N(CCCC)CCCC)CCC>C1(C)C=CC=CC=1>[Cl:17][C:2]1[C:11]2[C:6](=[CH:7][CH:8]=[C:9]([O:12][CH3:13])[CH:10]=2)[O:5][C:4](=[O:14])[CH:3]=1. Procedure details: A stirred mixture of 4-hydroxy-6-methoxycoumarin (116 g, 0.603 mole) and POCl3 (462.29 g, 3.015 mole) in toluene is treated dropwise with tri-n-butylamine (250 mL, 1.73 mole) at 25° C., heated at 100°-110° C. and monitored by HPLC analysis. When the reaction is complete, the mixture is cooled to room temperature, poured over ice, stirred mechanically for about 2 hours and filtered. The filtercake is washed with water and toluene, dissolved in methylene chloride and filtered through diatomaceous ... The reactants are C1CCOC1, Cc1ccc(C(=O)CCCN2CCC(c3cccc(NC(=O)C(C)C)c3)CC2)cc1C, CI, CC(C)(C)[O-], [Na+], O. Product: Cc1ccc(C(=O)CCCN2CCC(c3cccc(N(C)C(=O)C(C)C)c3)CC2)cc1C. RXN SMILES: [CH2:40]1[O:41][CH2:42][CH2:43][CH2:44]1.[CH3:1][c:2]1[cH:3][c:4]([C:9]([CH2:10][CH2:11][CH2:12][N:13]2[CH2:14][CH2:15][CH:16]([c:19]3[cH:20][c:21]([NH:25][C:26]([CH:27]([CH3:28])[CH3:29])=[O:30])[cH:22][cH:23][cH:24]3)[CH2:17][CH2:18]2)=[O:31])[cH:5][cH:6][c:7]1[CH3:8].[CH3:32][I:33].[CH3:34][C:35]([CH3:36])([O-:37])[CH3:38].[Na+:39].[OH2:45]>>[CH3:1][c:2]1[cH:3][c:4]([C:9]([CH2:10][CH2:11][CH2:12][N:13]2[CH2:14][CH2:15][CH:16]([c:19]3[cH:20][c:21]([N:25]([C:26]([CH:27]([CH3:28])[CH3:29])=[O:30])[CH3:34])[cH:22][cH:23][cH:24]3)[CH2:17][CH2:18]2)=[O:31])[cH:5][cH:6][c:7]1[CH3:8]. Starting materials: C=CCCCCCCCC(=O)OCC, ClCCl, C=Cc1ccccc1F. Product: CCOC(=O)CCCCCCCC=Cc1ccccc1F. Reaction SMILES: [CH2:1]([CH3:2])[O:3][C:4]([CH2:5][CH2:6][CH2:7][CH2:8][CH2:9][CH2:10][CH2:11][CH:12]=[CH2:13])=[O:14].[Cl:24][CH2:25][Cl:26].[F:15][c:16]1[c:17]([CH:18]=[CH2:19])[cH:20][cH:21][cH:22][cH:23]1>>[CH2:1]([CH3:2])[O:3][C:4]([CH2:5][CH2:6][CH2:7][CH2:8][CH2:9][CH2:10][CH2:11][CH:12]=[CH:13][c:17]1[c:16]([F:15])[cH:23][cH:22][cH:21][cH:20]1)=[O:14]. Reactants: CO, COC(=O)C(Cc1ccc([N+](=O)[O-])cc1)NC(=O)c1c(Cl)cccc1Cl. Reaction SMILES: [CH3:27][OH:28].[Cl:1][c:2]1[c:3]([C:4](=[O:5])[NH:6][CH:7]([C:8](=[O:9])[O:10][CH3:11])[CH2:12][c:13]2[cH:14][cH:15][c:16]([N+:19]([O-:20])=[O:21])[cH:17][cH:18]2)[c:22]([Cl:26])[cH:23][cH:24][cH:25]1>>[Cl:1][c:2]1[c:3]([C:4](=[O:5])[NH:6][CH:7]([C:8](=[O:9])[O:10][CH3:11])[CH2:12][c:13]2[cH:14][cH:15][c:16]([NH2:19])[cH:17][cH:18]2)[c:22]([Cl:26])[cH:23][cH:24][cH:25]1. Product: COC(=O)C(Cc1ccc(N)cc1)NC(=O)c1c(Cl)cccc1Cl. The reactants are amide, [NH4+].[OH-] (NH4OH), N1CCNCC1 (piperazine), NC1=CC(=C(C(=O)NC2=C(C=C3C=NNC3=C2)C)C=C1[N+](=O)[O-])Cl (4-amino-2-chloro-N-(5-methyl-1H-indazol-6-yl)-5-nitrobenzamide). The solvent is O1CCOCC1 (dioxane). Product: NC1=CC(=C(C(=O)NC2=C(C=C3C=NNC3=C2)C)C=C1[N+](=O)[O-])N1CCNCC1 (4-amino-N-(5-methyl-1H-indazol-6-yl)-5-nitro-2-piperazin-1-yl-benzamide). RXN SMILES: [NH4+].[OH-].[NH2:3][C:4]1[C:22]([N+:23]([O-:25])=[O:24])=[CH:21][C:7]([C:8]([NH:10][C:11]2[CH:19]=[C:18]3[C:14]([CH:15]=[N:16][NH:17]3)=[CH:13][C:12]=2[CH3:20])=[O:9])=[C:6](Cl)[CH:5]=1.[NH:27]1[CH2:32][CH2:31][NH:30][CH2:29][CH2:28]1>O1CCOCC1>[NH2:3][C:4]1[C:22]([N+:23]([O-:25])=[O:24])=[CH:21][C:7]([C:8]([NH:10][C:11]2[CH:19]=[C:18]3[C:14]([CH:15]=[N:16][NH:17]3)=[CH:13][C:12]=2[CH3:20])=[O:9])=[C:6]([N:27]2[CH2:32][CH2:31][NH:30][CH2:29][CH2:28]2)[CH:5]=1 |f:0.1|. Reported procedure: A solution of the amide from above (1 mmol) in dioxane (2 mL) was reacted with aqueous NH4OH using the conditions described in Example 115. After the formation of 4-amino-2-chloro-N-(5-methyl-1H-indazol-6-yl)-5-nitrobenzamide was complete, charged with piperazine (5 mmol). The contents were heated at reflux for 10 h and the reaction mixture was cooled to RT. The contents were poured onto ice cold water with vigorous stirring. The solid formed was collected by filtration, washed with water, and d... The reactants are C(O)CN (ethanolamine), [BH4-].[Na+] (Sodium borohydride), Substituted benzaldehyde, ClC1=CC=C(C=O)C=C1 (4-chloro benzaldehyde). Run in C(C)O (ethanol), CO (methanol). Run at temperature 60 celsius, time 8 hour. The product is ClC1=CC=C(CNCCO)C=C1 (2-(4-chlorobenzylamino)-ethanol). Isolated yield 99.0%. As a reaction SMILES: [Cl:1][C:2]1[CH:9]=[CH:8][C:5]([CH:6]=O)=[CH:4][CH:3]=1.[CH2:10]([CH2:12][NH2:13])[OH:11].[BH4-].[Na+]>C(O)C.CO>[Cl:1][C:2]1[CH:9]=[CH:8][C:5]([CH2:6][NH:13][CH2:12][CH2:10][OH:11])=[CH:4][CH:3]=1 |f:2.3|. Reported procedure: Substituted benzaldehyde (0.01 mol), such as 4-chloro benzaldehyde (1.4 g), was dissolved in dry ethanol (30 mL) and ethanolamine (0.61 g, 0.01 mol) was added. The reaction mixture was stirred overnight at 60° C. The ethanol was evaporated under reduced pressure to give a colorless oil. The oil was then dissolved in dry methanol (30 mL) and cooled in ice. Sodium borohydride (NaBH4, 0.57 g, 0.015 mol) was added slowly in portions, and the resulting solution was left overnight at room temperature....